From a dataset of the Open Reaction Database (ORD), a public repository of structured organic reaction records. describe an organic reaction: reactants, conditions, products, and yield The reactants are CC1=CC(=NC(=C1)C)N1C(=NC=C1)SCC1=C(C=CC=C1)N (1-(4,6-dimethyl-2-pyridyl)-2-(2-aminobenzylthio)imidazole), C(C)(=O)OC(C)=O (acetic acid anhydride). Run in C(=O)O (formic acid), C(=O)O (formic acid). Conditions: temperature 60 celsius, time 30 minute. Yields the product CC1=CC(=NC(=C1)C)N1C(=NC=C1)SCC1=C(C=CC=C1)NC=O (1-(4,6-dimethyl-2-pyridyl)-2-(2-formylaminobenzylthio)imidazole). Yield: 54.9%. As a reaction SMILES: C(O[C:5](=[O:7])C)(=O)C.[CH3:8][C:9]1[CH:14]=[C:13]([CH3:15])[N:12]=[C:11]([N:16]2[CH:20]=[CH:19][N:18]=[C:17]2[S:21][CH2:22][C:23]2[CH:28]=[CH:27][CH:26]=[CH:25][C:24]=2[NH2:29])[CH:10]=1>C(O)=O>[CH3:8][C:9]1[CH:14]=[C:13]([CH3:15])[N:12]=[C:11]([N:16]2[CH:20]=[CH:19][N:18]=[C:17]2[S:21][CH2:22][C:23]2[CH:28]=[CH:27][CH:26]=[CH:25][C:24]=2[NH:29][CH:5]=[O:7])[CH:10]=1. Procedure details: 1.4 g of acetic acid anhydride are added to 2.5 ml of formic acid, and the mixture is stirred at 60° C. for 30 minutes. The reaction solution is cooled in an ice bath, a solution of 1.07 g of 1-(4,6-dimethyl-2-pyridyl)-2-(2-aminobenzylthio)imidazole in 4 ml of formic acid is added thereto, and the mixture is stirred at room temperature for 1 hour. After the reaction, the solvent is distilled off. Water is added to the residue, and the aqueous mixture is made alkaline with potassium carbonate. Th... Starting materials: COC(=O)c1ccc2[nH]c(C(=O)O)cc2c1, CC(C)N1CCC(N)CC1, CCN(C(C)C)C(C)C, Cl, CN(C)C=O. Product: COC(=O)c1ccc2[nH]c(C(=O)NC3CCN(C(C)C)CC3)cc2c1. As a reaction SMILES: [CH3:1][O:2][C:3](=[O:4])[c:5]1[cH:6][c:7]2[cH:8][c:9]([C:14](=[O:15])[OH:16])[nH:10][c:11]2[cH:12][cH:13]1.[CH:18]([CH3:19])([CH3:20])[N:21]1[CH2:22][CH2:23][CH:24]([NH2:27])[CH2:25][CH2:26]1.[CH:28]([N:29]([CH2:30][CH3:31])[CH:32]([CH3:33])[CH3:34])([CH3:35])[CH3:36].[ClH:17].[O:37]=[CH:38][N:39]([CH3:40])[CH3:41]>>[CH3:1][O:2][C:3](=[O:4])[c:5]1[cH:6][c:7]2[cH:8][c:9]([C:14](=[O:16])[NH:27][CH:24]3[CH2:23][CH2:22][N:21]([CH:18]([CH3:19])[CH3:20])[CH2:26][CH2:25]3)[nH:10][c:11]2[cH:12][cH:13]1. Starting materials: CC(=O)O, O=[Pt], CN(c1ccc([N+](=O)[O-])cc1)c1nc(N2CCOCC2)nc(-n2ccnc2)n1. The product is CN(c1ccc(N)cc1)c1nc(N2CCOCC2)nc(-n2ccnc2)n1. As a reaction SMILES: [CH3:29][C:30](=[O:31])[OH:32].[Pt:33]=[O:34].[n:1]1(-[c:6]2[n:7][c:8]([N:23]3[CH2:24][CH2:25][O:26][CH2:27][CH2:28]3)[n:9][c:10]([N:12]([c:13]3[cH:14][cH:15][c:16]([N+:19]([O-:20])=[O:21])[cH:17][cH:18]3)[CH3:22])[n:11]2)[cH:2][n:3][cH:4][cH:5]1>>[n:1]1(-[c:6]2[n:7][c:8]([N:23]3[CH2:24][CH2:25][O:26][CH2:27][CH2:28]3)[n:9][c:10]([N:12]([c:13]3[cH:14][cH:15][c:16]([NH2:19])[cH:17][cH:18]3)[CH3:22])[n:11]2)[cH:2][n:3][cH:4][cH:5]1.